From a dataset of the Open Reaction Database (ORD), a public repository of structured organic reaction records. describe an organic reaction: reactants, conditions, products, and yield Starting materials: [O-][n+]1onc2cc(Br)ccc21, CCO, CCCCCC, CCOP(OCC)OCC. As a reaction SMILES: [Br:1][c:2]1[cH:3][c:4]2[c:5]([n+:6]([O-:9])[o:7][n:8]2)[cH:10][cH:11]1.[CH3:22][CH2:23][OH:24].[CH3:25][CH2:26][CH2:27][CH2:28][CH2:29][CH3:30].[P:12]([O:13][CH2:14][CH3:15])([O:16][CH2:17][CH3:18])[O:19][CH2:20][CH3:21]>>[Br:1][c:2]1[cH:3][c:4]2[c:5]([n:6][o:7][n:8]2)[cH:10][cH:11]1. The product is Brc1ccc2nonc2c1. Starting materials: S1C(=CC=C1)CC(=O)O (2-thiopheneacetic acid), NC(C(=O)OCC(C)C)CC (iso-butyl 2-aminobutyrate). The product is C(C(C)C)OC(C(CC)NC(CC=1SC=CC1)=O)=O (2-[(2-thienyl)acetamido]butyric acid iso-butyl ester). As a reaction SMILES: [S:1]1[CH:5]=[CH:4][CH:3]=[C:2]1[CH2:6][C:7]([OH:9])=O.[NH2:10][CH:11]([CH2:19][CH3:20])[C:12]([O:14][CH2:15][CH:16]([CH3:18])[CH3:17])=[O:13]>>[CH2:15]([O:14][C:12](=[O:13])[CH:11]([NH:10][C:7](=[O:9])[CH2:6][C:2]1[S:1][CH:5]=[CH:4][CH:3]=1)[CH2:19][CH3:20])[CH:16]([CH3:17])[CH3:18]. Reported procedure: Following General Procedure BI above and using 2-thiopheneacetic acid (Aldrich) and iso-butyl 2-aminobutyrate (prepared following General Procedure BJ above), the title compound was prepared. The reaction was monitored by tic on silica gel and purification was by filtration as described in the general procedure.